This data is from the Open Reaction Database (ORD), a public repository of structured organic reaction records. The task is: describe an organic reaction: reactants, conditions, products, and yield Starting materials: CC(C)(C)[Si](C)(C)OCCBr, O=C([O-])[O-], CN(C)C=O, CCOC(C)=O, [Cs+], [Cs+], [I-], [Na+], O, O=C1Cc2ccccc2-c2cccnc2N1. Yields the product CC(C)(C)[Si](C)(C)OCCN1C(=O)Cc2ccccc2-c2cccnc21. As a reaction SMILES: [Br:7][CH2:8][CH2:9][O:10][Si:11]([CH3:12])([CH3:13])[C:14]([CH3:15])([CH3:16])[CH3:17].[C:1](=[O:2])([O-:3])[O-:4].[CH3:36][N:37]([CH3:38])[CH:39]=[O:40].[CH3:41][CH2:42][O:43][C:44](=[O:45])[CH3:46].[Cs+:5].[Cs+:6].[I-:19].[Na+:18].[OH2:47].[cH:20]1[cH:21][cH:22][n:23][c:24]2[c:30]1-[c:29]1[c:28]([cH:34][cH:33][cH:32][cH:31]1)[CH2:27][C:26](=[O:35])[NH:25]2>>[CH2:8]([CH2:9][O:10][Si:11]([CH3:12])([CH3:13])[C:14]([CH3:15])([CH3:16])[CH3:17])[N:25]1[c:24]2[n:23][cH:22][cH:21][cH:20][c:30]2-[c:29]2[c:28]([cH:34][cH:33][cH:32][cH:31]2)[CH2:27][C:26]1=[O:35]. The reactants are ClC=1C=CC(=C(C1)N)[N+](=O)[O-] (5-chloro-2-nitrobenzenamine), C1CC(=O)N(C1=O)Br (NBS), ice water. The solvent is CC(=O)O (HOAc). Reaction conditions: temperature 110 celsius. Product: BrC1=CC(=C(C=C1Cl)N)[N+](=O)[O-] (4-bromo-5-chloro-2-nitrobenzenamine). Isolated yield 46.8%. As a reaction SMILES: [Cl:1][C:2]1[CH:3]=[CH:4][C:5]([N+:9]([O-:11])=[O:10])=[C:6]([NH2:8])[CH:7]=1.C1C(=O)N([Br:19])C(=O)C1>CC(O)=O>[Br:19][C:3]1[C:2]([Cl:1])=[CH:7][C:6]([NH2:8])=[C:5]([N+:9]([O-:11])=[O:10])[CH:4]=1. Reported procedure: A mixture of 5-chloro-2-nitrobenzenamine (6.0 g, 34.9 mmol) and NBS (6.06 g, 34.0 mmol) in HOAc (240 mL) was heated at 110° C. for 1 h. The solution was cooled to RT and the reaction mixture was poured into an ice-water (800 mL). The resulting solid was filtered, washed with water (50 mL×3), and dry under vacuum to afford 4.0 g (44%) of 4-bromo-5-chloro-2-nitrobenzenamine (246) as yellow solid: MS (ESI) m/z=250.9 (M−1). The reactants are NC(=O)CNCc1ccc(Br)cc1, O=C(c1ncc[nH]1)c1ncc[nH]1, CC#N, CN(C)c1ccncc1, O. The product is O=C1CN(Cc2ccc(Br)cc2)C(=O)N1. Reaction SMILES: [Br:1][c:2]1[cH:3][cH:4][c:5]([CH2:6][NH:7][CH2:8][C:9](=[O:10])[NH2:11])[cH:12][cH:13]1.[C:14](=[O:15])([c:16]1[nH:17][cH:18][cH:19][n:20]1)[c:21]1[nH:22][cH:23][cH:24][n:25]1.[CH3:26][C:27]#[N:28].[CH3:29][N:30]([CH3:31])[c:32]1[cH:33][cH:34][n:35][cH:36][cH:37]1.[OH2:38]>>[Br:1][c:2]1[cH:3][cH:4][c:5]([CH2:6][N:7]2[CH2:8][C:9](=[O:10])[NH:11][C:14]2=[O:15])[cH:12][cH:13]1. Starting materials: CC=1C=C(N)C=C(C1S(=O)(=O)C[N+](=O)[O-])C (3,5-dimethyl-4-[(nitromethyl)sulphonyl]aniline), C([O-])([O-])=O.[Ca+2] (calcium carbonate), C(C)(=O)NC1=CC=C(S(=O)(=O)Cl)C=C1 (N-acetylsulphanilyl chloride), O (water). The solvent is O1CCCC1 (tetrahydrofuran). Conditions: time 6 hour. The product is CC=1C=C(C=C(C1S(=O)(=O)C[N+](=O)[O-])C)NS(=O)(=O)C1=CC=C(C=C1)NC(C)=O (N-[4-[3,5-dimethyl-4-[(nitromethyl)sulphonyl]phenylsulphamoyl]phenyl]acetamide). The yield is 7.2%. Reaction SMILES: [C:1]([NH:4][C:5]1[CH:14]=[CH:13][C:8]([S:9](Cl)(=[O:11])=[O:10])=[CH:7][CH:6]=1)(=[O:3])[CH3:2].[CH3:15][C:16]1[CH:17]=[C:18]([CH:20]=[C:21]([CH3:30])[C:22]=1[S:23]([CH2:26][N+:27]([O-:29])=[O:28])(=[O:25])=[O:24])[NH2:19].C(=O)([O-])[O-].[Ca+2].O>O1CCCC1>[CH3:30][C:21]1[CH:20]=[C:18]([NH:19][S:9]([C:8]2[CH:13]=[CH:14][C:5]([NH:4][C:1](=[O:3])[CH3:2])=[CH:6][CH:7]=2)(=[O:11])=[O:10])[CH:17]=[C:16]([CH3:15])[C:22]=1[S:23]([CH2:26][N+:27]([O-:29])=[O:28])(=[O:25])=[O:24] |f:2.3|. Procedure: 2.9 g (12.4 mmol) of N-acetylsulphanilyl chloride are added portionwise to a mixture, maintained under a nitrogen atmosphere, of 2.0 g (8.19 mmol) of 3,5-dimethyl-4-[(nitromethyl)sulphonyl]aniline and 1.6 g (16.0 mmol) of calcium carbonate in 40 ml of anhydrous tetrahydrofuran. The reaction medium is stirred for 6 h at room temperature and is then refluxed for 2 h, after which it is poured into 200 ml of water. The mixture is extracted 3 times with methylene chloride. The combined organic extrac... Reactants: C(CCCCCCCCCCC)(=O)O[C@@H](CSC[C@@H](C(NCCCOCCOCCOCCCNC(C(NC(OCC1C2=CC=CC=C2C=2C=CC=CC12)=O)CSC(C1=CC=CC=C1)(C1=CC=CC=C1)C1=CC=CC=C1)=O)=O)NC(=O)OCC1C2=CC=CC=C2C=2C=CC=CC12)COC(CCCCCCCCCCC)=O ((23R,27R)-23-(((9H-fluoren-9-yl)methoxy)carbonylamino)-1-(9H-fluoren-9-yl)-3,6,22-trioxo-5-(tritylthiomethyl)-2,11,14,17-tetraoxa-25-thia-4,7,21-triazaoctacosane-27,28-diyl didodecanoate), N1CCCCC1 (Piperidine). Run in C(C)#N (acetonitrile). Reaction conditions: time 30 minute. Yields the product C(CCCCCCCCCCC)(=O)O[C@@H](CSC[C@@H](C(NCCCOCCOCCOCCCNC(C(CSC(C1=CC=CC=C1)(C1=CC=CC=C1)C1=CC=CC=C1)N)=O)=O)N)COC(CCCCCCCCCCC)=O ((22R,26R)-4,22-diamino-5,21-dioxo-1,1,1-triphenyl-10,13,16-trioxa-2,24-dithia-6,20-diazaheptacosane-26,27-diyl didodecanoate). As a reaction SMILES: [C:1]([O:14][C@H:15]([CH2:97][O:98][C:99](=[O:111])[CH2:100][CH2:101][CH2:102][CH2:103][CH2:104][CH2:105][CH2:106][CH2:107][CH2:108][CH2:109][CH3:110])[CH2:16][S:17][CH2:18][C@H:19]([NH:79]C(OCC1C2C=CC=CC=2C2C1=CC=CC=2)=O)[C:20](=[O:78])[NH:21][CH2:22][CH2:23][CH2:24][O:25][CH2:26][CH2:27][O:28][CH2:29][CH2:30][O:31][CH2:32][CH2:33][CH2:34][NH:35][C:36](=[O:77])[CH:37]([CH2:56][S:57][C:58]([C:71]1[CH:76]=[CH:75][CH:74]=[CH:73][CH:72]=1)([C:65]1[CH:70]=[CH:69][CH:68]=[CH:67][CH:66]=1)[C:59]1[CH:64]=[CH:63][CH:62]=[CH:61][CH:60]=1)[NH:38]C(=O)OCC1C2C=CC=CC=2C2C1=CC=CC=2)(=[O:13])[CH2:2][CH2:3][CH2:4][CH2:5][CH2:6][CH2:7][CH2:8][CH2:9][CH2:10][CH2:11][CH3:12].N1CCCCC1>C(#N)C>[C:1]([O:14][C@H:15]([CH2:97][O:98][C:99](=[O:111])[CH2:100][CH2:101][CH2:102][CH2:103][CH2:104][CH2:105][CH2:106][CH2:107][CH2:108][CH2:109][CH3:110])[CH2:16][S:17][CH2:18][C@H:19]([NH2:79])[C:20](=[O:78])[NH:21][CH2:22][CH2:23][CH2:24][O:25][CH2:26][CH2:27][O:28][CH2:29][CH2:30][O:31][CH2:32][CH2:33][CH2:34][NH:35][C:36](=[O:77])[CH:37]([NH2:38])[CH2:56][S:57][C:58]([C:71]1[CH:72]=[CH:73][CH:74]=[CH:75][CH:76]=1)([C:59]1[CH:64]=[CH:63][CH:62]=[CH:61][CH:60]=1)[C:65]1[CH:70]=[CH:69][CH:68]=[CH:67][CH:66]=1)(=[O:13])[CH2:2][CH2:3][CH2:4][CH2:5][CH2:6][CH2:7][CH2:8][CH2:9][CH2:10][CH2:11][CH3:12]. Procedure details: A solution of (23R,27R)-23-(((9H-fluoren-9-yl)methoxy)carbonylamino)-1-(9H-fluoren-9-yl)-3,6,22-trioxo-5-(tritylthiomethyl)-2,11,14,17-tetraoxa-25-thia-4,7,21-triazaoctacosane-27,28-diyl didodecanoate in acetonitrile (0.1M) was stirred at room temperature. Piperidine (final conc. 20%) was then added and the reaction stirred for 30 minutes. After concentration, the product was purified by flash chromatography on an ISCO COMBIFLASH® system using an initial gradient of 0-100% EtOAc, then 0-10% MeOH... Reactants: C(C1=CC=CC=C1)OC1C(OC(C(C1OCC1=CC=CC=C1)OCC1=CC=CC=C1)COCC1=CC=CC=C1)=O (3,4,5-trisbenzyloxy-6-(benzyloxymethyl)tetrahydropyran-2-one), BrC1=C(SC(=C1)CC1=CC=C(C=C1)CC)CCOC(C1=CC=CC=C1)(C1=CC=CC=C1)C1=CC=CC=C1 (3-bromo-5-((4-ethylphenyl)methyl)-2-(2-trityloxyethyl)thiophene), C(CCC)[Li] (n-butyllithium), [Cl-].[NH4+] (ammonium chloride). The solvent is C1CCOC1 (THF), C1CCOC1 (THF), CCCCCC (hexane). Run at time 15 minute. Product: C(C1=CC=CC=C1)OC1C(OC(C(C1OCC1=CC=CC=C1)OCC1=CC=CC=C1)COCC1=CC=CC=C1)(O)C1=C(SC(=C1)CC1=CC=C(C=C1)CC)CCOC(C1=CC=CC=C1)(C1=CC=CC=C1)C1=CC=CC=C1 (3,4,5-tris-benzyloxy-6-benzyloxymethyl-2-[5-(4-ethylphenyl)methyl-2-(2-trityloxyethyl)thiophen-3-yl]-tetrahydropyran-2-ol). Yield: 64.9%. Reaction SMILES: Br[C:2]1[CH:6]=[C:5]([CH2:7][C:8]2[CH:13]=[CH:12][C:11]([CH2:14][CH3:15])=[CH:10][CH:9]=2)[S:4][C:3]=1[CH2:16][CH2:17][O:18][C:19]([C:32]1[CH:37]=[CH:36][CH:35]=[CH:34][CH:33]=1)([C:26]1[CH:31]=[CH:30][CH:29]=[CH:28][CH:27]=1)[C:20]1[CH:25]=[CH:24][CH:23]=[CH:22][CH:21]=1.C([Li])CCC.[CH2:43]([O:50][CH:51]1[CH:56]([O:57][CH2:58][C:59]2[CH:64]=[CH:63][CH:62]=[CH:61][CH:60]=2)[CH:55]([O:65][CH2:66][C:67]2[CH:72]=[CH:71][CH:70]=[CH:69][CH:68]=2)[CH:54]([CH2:73][O:74][CH2:75][C:76]2[CH:81]=[CH:80][CH:79]=[CH:78][CH:77]=2)[O:53][C:52]1=[O:82])[C:44]1[CH:49]=[CH:48][CH:47]=[CH:46][CH:45]=1.[Cl-].[NH4+]>C1COCC1.CCCCCC>[CH2:43]([O:50][CH:51]1[CH:56]([O:57][CH2:58][C:59]2[CH:64]=[CH:63][CH:62]=[CH:61][CH:60]=2)[CH:55]([O:65][CH2:66][C:67]2[CH:68]=[CH:69][CH:70]=[CH:71][CH:72]=2)[CH:54]([CH2:73][O:74][CH2:75][C:76]2[CH:77]=[CH:78][CH:79]=[CH:80][CH:81]=2)[O:53][C:52]1([C:2]1[CH:6]=[C:5]([CH2:7][C:8]2[CH:13]=[CH:12][C:11]([CH2:14][CH3:15])=[CH:10][CH:9]=2)[S:4][C:3]=1[CH2:16][CH2:17][O:18][C:19]([C:32]1[CH:37]=[CH:36][CH:35]=[CH:34][CH:33]=1)([C:26]1[CH:31]=[CH:30][CH:29]=[CH:28][CH:27]=1)[C:20]1[CH:25]=[CH:24][CH:23]=[CH:22][CH:21]=1)[OH:82])[C:44]1[CH:49]=[CH:48][CH:47]=[CH:46][CH:45]=1 |f:3.4|. Procedure: Under a nitrogen stream, to a solution of 3-bromo-5-((4-ethylphenyl)methyl)-2-(2-trityloxyethyl)thiophene (1.45 g, 2.55 mmol) in anhydrous THF (40 ml), a hexane solution of n-butyllithium (1.6 M, 1.76 ml, 2.81 mmol) was added dropwise at −78° C. and the mixture was stirred for 15 minutes. To this solution was added a solution of 3,4,5-trisbenzyloxy-6-(benzyloxymethyl)tetrahydropyran-2-one (1.50 g, 2.81 mmol) in anhydrous THF (10 ml) dropwise at −78° C. and the resulting solution was stirred at t... Reactants: COC(=O)c1ccc(Cc2ccccc2OCc2ccccc2)cc1, CO, [Na+], [OH-]. Yields the product O=C(O)c1ccc(Cc2ccccc2OCc2ccccc2)cc1. Reaction SMILES: [CH2:1]([c:2]1[cH:3][cH:4][cH:5][cH:6][cH:7]1)[O:8][c:9]1[c:10]([CH2:11][c:12]2[cH:13][cH:14][c:15]([C:16](=[O:17])[O:18][CH3:19])[cH:20][cH:21]2)[cH:22][cH:23][cH:24][cH:25]1.[CH3:28][OH:29].[Na+:27].[OH-:26]>>[CH2:1]([c:2]1[cH:3][cH:4][cH:5][cH:6][cH:7]1)[O:8][c:9]1[c:10]([CH2:11][c:12]2[cH:13][cH:14][c:15]([C:16](=[O:17])[OH:18])[cH:20][cH:21]2)[cH:22][cH:23][cH:24][cH:25]1. The product is CC(C)(CO[Si](c1ccccc1)(c1ccccc1)C(C)(C)C)c1cc(NC(=O)C(C)(C)S(=O)(=O)CC2CCC(O)CC2)on1. Starting materials: [Al+3], [Br-], [Br-], [Br-], COC1CCC(CS(=O)(=O)C(C)(C)C(=O)Nc2cc(C(C)(C)CO[Si](c3ccccc3)(c3ccccc3)C(C)(C)C)no2)CC1, CCS. Reaction SMILES: [Al+3:4].[Br-:1].[Br-:2].[Br-:3].[C:5]([CH3:6])([CH3:7])([CH3:8])[Si:9]([O:10][CH2:11][C:12]([CH3:13])([CH3:14])[c:15]1[n:16][o:17][c:18]([NH:20][C:21]([C:22]([CH3:23])([CH3:24])[S:25](=[O:26])(=[O:27])[CH2:28][CH:29]2[CH2:30][CH2:31][CH:32]([O:35][CH3:36])[CH2:33][CH2:34]2)=[O:37])[cH:19]1)([c:38]1[cH:39][cH:40][cH:41][cH:42][cH:43]1)[c:44]1[cH:45][cH:46][cH:47][cH:48][cH:49]1.[CH2:50]([SH:51])[CH3:52]>>[C:5]([CH3:6])([CH3:7])([CH3:8])[Si:9]([O:10][CH2:11][C:12]([CH3:13])([CH3:14])[c:15]1[n:16][o:17][c:18]([NH:20][C:21]([C:22]([CH3:23])([CH3:24])[S:25](=[O:26])(=[O:27])[CH2:28][CH:29]2[CH2:30][CH2:31][CH:32]([OH:35])[CH2:33][CH2:34]2)=[O:37])[cH:19]1)([c:38]1[cH:39][cH:40][cH:41][cH:42][cH:43]1)[c:44]1[cH:45][cH:46][cH:47][cH:48][cH:49]1. The reactants are N(=O)[O-].[Na+] (sodium nitrite), ice, C(C1=CC=CC=C1)=C1C(=CC(N1)=O)O (5-benzylidene-4-hydroxy-1,5-dihydro-pyrrol-2-one). The solvent is C(C)(=O)O (acetic acid). Run at time 30 minute. The product is C(C1=CC=CC=C1)=C1C(CC(N1)=O)(N=O)O (5-benzylidene-4-hydroxy-4-nitroso-1,5-dihydro-pyrrol-2-one). Isolated yield 65.0%. Reaction SMILES: [N:1]([O-:3])=O.[Na+].[CH:5](=[C:12]1[NH:16][C:15](=[O:17])[CH:14]=[C:13]1[OH:18])[C:6]1[CH:11]=[CH:10][CH:9]=[CH:8][CH:7]=1>C(O)(=O)C>[CH:5](=[C:12]1[NH:16][C:15](=[O:17])[CH2:14][C:13]1([OH:18])[N:1]=[O:3])[C:6]1[CH:7]=[CH:8][CH:9]=[CH:10][CH:11]=1 |f:0.1|. Reported procedure: An aqueous solution of sodium nitrite (0.075 g, 1.1 mmol) was added to an ice-cooled suspension of 2 mmol (0.432 g) 5-benzylidene-4-hydroxy-1,5-dihydro-pyrrol-2-one (prepared by the method of H. Poschenrieder et al (Arch. Pharm. Pharm. Med. Chem. 1998, vol. 331, pp. 389-394) and Stachel et al (J. Heterocycl. Chem. 1980, vol. 17, pp. 1195-1199 and Liebigs Ann. Chem. 1985, pp. 1692-1696)) in 5 ml glacial acetic acid, while stirring, and the mixture was stirred at room temperature for 30 minutes. T...